From a dataset of the Open Reaction Database (ORD), a public repository of structured organic reaction records. describe an organic reaction: reactants, conditions, products, and yield The reactants are C[Mg]Br (methyl magnesium bromide), FC=1C=C(C#N)C=CN1 (2-fluoroisonicotinonitrile), CCOCC (Et2O), CCCCCC (hexane). Conditions: temperature 25 celsius, time 8 hour. Yields the product FC1=NC=CC(=C1)C(C)=O (1-(2-fluoropyridin-4-yl)-ethanone). Reaction SMILES: [F:1][C:2]1[CH:3]=[C:4]([CH:7]=[CH:8][N:9]=1)C#N.C[Mg]Br.CCCCCC.CC[O:21][CH2:22][CH3:23]>>[F:1][C:2]1[CH:3]=[C:4]([C:22](=[O:21])[CH3:23])[CH:7]=[CH:8][N:9]=1. Procedure: To a solution of 2-fluoroisonicotinonitrile (10 g, 82 mmol) in anhydrous Et2O (250 mL) cooled in an ice-H2O bath was slowly added 3M methyl magnesium bromide in hexane (40 mL, 120 mmol). The mixture was stirred at 25° C. overnight. The reaction was quenched slowly with 1N aq. citric acid solution at 0° C. until all solids dissolved. Brine was added and the two phases were separated. The organic phase was dried over Na2SO4, filtered, and concentrated in vacuo to give 1-(2-fluoropyridin-4-yl)-etha... Starting materials: NC1=C(C(=CC(=C1)N)N)C1=CC=C(C=C1)C (2′,4′,6′-triamino-4-methylbiphenyl), C(C)(=O)OC1[C@H](N)[C@@H](OC(C)=O)[C@H](OC(C)=O)[C@H](O1)COC(C)=O (1,3,4,6-tetra-O-acetyl-D-glucosamine), IC1=C(C(=C(C(=C1CC)I)CC)I)C1=CC(=C(C=C1)C(=O)Cl)[N+](=O)[O-] (2′,4′,6′-triiodo-3′,5′-bis(ethyl)-3-nitrobiphenyl-4-carbonyl chloride). The product is [N+](=O)([O-])C1=C(C(=O)C2(OC(C)=O)[C@H](N)[C@@H](OC(C)=O)[C@H](OC(C)=O)[C@H](O2)COC(C)=O)C=CC(=C1)C1=C(C(=C(C(=C1I)CC)I)CC)I (2-nitro-4-[3′,5′-bis(ethyl)-2′,4′,6′-triiodophenyl]-benzoyl-1,3,4,6-tetra-O-acetyl-D-glucosamine). Reaction SMILES: NC1C=C(N)C=C(N)C=1C1C=CC(C)=CC=1.[C:17]([O:20][CH:21]1[O:35][C@H:34]([CH2:36][O:37][C:38](=[O:40])[CH3:39])[C@@H:29]([O:30][C:31](=[O:33])[CH3:32])[C@H:24]([O:25][C:26](=[O:28])[CH3:27])[C@H:22]1[NH2:23])(=[O:19])[CH3:18].[I:41][C:42]1[C:47]([CH2:48][CH3:49])=[C:46]([I:50])[C:45]([CH2:51][CH3:52])=[C:44]([I:53])[C:43]=1[C:54]1[CH:59]=[CH:58][C:57]([C:60](Cl)=[O:61])=[C:56]([N+:63]([O-:65])=[O:64])[CH:55]=1>>[N+:63]([C:56]1[CH:55]=[C:54]([C:43]2[C:44]([I:53])=[C:45]([CH2:51][CH3:52])[C:46]([I:50])=[C:47]([CH2:48][CH3:49])[C:42]=2[I:41])[CH:59]=[CH:58][C:57]=1[C:60]([C:21]1([O:35][C@H:34]([CH2:36][O:37][C:38](=[O:40])[CH3:39])[C@@H:29]([O:30][C:31](=[O:33])[CH3:32])[C@H:24]([O:25][C:26](=[O:28])[CH3:27])[C@H:22]1[NH2:23])[O:20][C:17](=[O:19])[CH3:18])=[O:61])([O-:65])=[O:64]. Reported procedure: Freidel-Crafts acylation is performed on 2′,4′,6′-triiodo-3′-ethyl-3-nitrobiphenyl-4-carboxylic acid (13) in the presence of AlCl3 and CH3COCl to yield 2′,4′,6′-triiodo-3′-ethyl-5′-acetyl-3-nitrobiphenyl-4-carboxylic acid (17). 2′,4′,6′-triiodo-3′-ethyl-5′-acetyl-3-nitrobiphenyl-4-carboxylic acid (17) is then reacted with a zinc mercury amalgam and hydrochloric add and heated to yield 2′,4′,6′-triiodo-3′,5′-bis(ethyl)-3-nitrobiphenyl-4-carboxylic acid (18). C 15 ⁢   ⁢ H 10 ⁢ I 3 ⁢ N ⁢ O 4 ⁢ → C ... Starting materials: C([O-])([O-])=O.[K+].[K+] (potassium carbonate), ClC1=NN=C(C2=CC=CC=C12)CC1=CC=NC=C1 (1-chloro-4-(4-pyridylmethyl)phthalazine), NC1=CC=C(C=C1)C(F)(F)F (4-aminobenzotrifluoride), C(C)(=O)[O-] (acetate). Conditions: temperature 100 celsius. The product is FC(C1=CC=C(NC2=NN=C(C3=CC=CC=C23)CC2=CC=NC=C2)C=C1)(F)F (1-(4-Trifluoromethylanilino)-4-(4-pyridylmethyl)phthalazine). Reaction SMILES: Cl[C:2]1[C:11]2[C:6](=[CH:7][CH:8]=[CH:9][CH:10]=2)[C:5]([CH2:12][C:13]2[CH:18]=[CH:17][N:16]=[CH:15][CH:14]=2)=[N:4][N:3]=1.[NH2:19][C:20]1[CH:25]=[CH:24][C:23]([C:26]([F:29])([F:28])[F:27])=[CH:22][CH:21]=1.C([O-])(=O)C.C(=O)([O-])[O-].[K+].[K+]>>[F:27][C:26]([F:28])([F:29])[C:23]1[CH:24]=[CH:25][C:20]([NH:19][C:2]2[C:11]3[C:6](=[CH:7][CH:8]=[CH:9][CH:10]=3)[C:5]([CH2:12][C:13]3[CH:18]=[CH:17][N:16]=[CH:15][CH:14]=3)=[N:4][N:3]=2)=[CH:21][CH:22]=1 |f:3.4.5|. Procedure details: A mixture of 0.511 g (2 mmol) 1-chloro-4-(4-pyridylmethyl)phthalazine and 0.746 ml (6 mmol) 4-aminobenzotrifluoride is heated for 2.5 h at 100° C. The reaction mixture is then distributed between acetate and 20% aqueous potassium carbonate solution. The title compound is obtained after further processing as described in Example 7; m.p. 205-206° C.; ESI-MS: (M+H)+=381.